Dataset: the Open Reaction Database (ORD), a public repository of structured organic reaction records. Task: describe an organic reaction: reactants, conditions, products, and yield Reactants: O.NN (Hydrazine hydrate), FC1=C(C=C(C=C1)OC)\C=C/CN1C(C2=CC=CC=C2C1=O)=O (cis - 2-[3-(2-fluoro-5-methoxyphenyl)prop-2-en-1-yl]-isoindole-1,3-dione), Cl (HCl). Product: FC1=C(C=C(C=C1)OC)\C=C/CN (cis-3-(2-Fluoro-5-methoxyphenyl)allylamine). Reaction SMILES: O.NN.[F:4][C:5]1[CH:10]=[CH:9][C:8]([O:11][CH3:12])=[CH:7][C:6]=1/[CH:13]=[CH:14]\[CH2:15][N:16]1C(=O)C2C(=CC=CC=2)C1=O.Cl>CCO>[F:4][C:5]1[CH:10]=[CH:9][C:8]([O:11][CH3:12])=[CH:7][C:6]=1/[CH:13]=[CH:14]\[CH2:15][NH2:16] |f:0.1|. Procedure details: Hydrazine hydrate (88%)(1.00 g, 19.2mmol) was slowly added to a stirring solution of cis - 2-[3-(2-fluoro-5-methoxyphenyl)prop-2-en-1-yl]-isoindole-1,3-dione (2.00 g, 6.4 mmol) in EtOH (100 mL) and the solution was heated to reflux for 5 h. The resulting mixture was made acidic (pH<2.0) (10N HCl) followed by heating on a steam bath for 60 min. Cooling of the suspension to 0° C. precipitated the hydrazide which was filtered off, the filtrate was then diluted with H2O (20 mL) and extracted with Et... The solvent is CCO (EtOH). Run at temperature 0 celsius. Reactants: S1N=C(C=N1)CC(=O)OCC (Ethyl 2-(1,2,5-thiadiazol-3-yl)acetate), N(=O)OCCC(C)C (isopentyl nitrite), Example 3(a) ( 1 ). Product: ON=C(C(=O)OCC)C1=NSN=C1 (ethyl 2-hydroxyimino-2-(1,2,5-thiadiazol-3-yl)acetate). RXN SMILES: [S:1]1[N:5]=[CH:4][C:3]([CH2:6][C:7]([O:9][CH2:10][CH3:11])=[O:8])=[N:2]1.[N:12](OCCC(C)C)=[O:13]>>[OH:13][N:12]=[C:6]([C:3]1[CH:4]=[N:5][S:1][N:2]=1)[C:7]([O:9][CH2:10][CH3:11])=[O:8]. Procedure details: Ethyl 2-(1,2,5-thiadiazol-3-yl)acetate (9.5 g.) and isopentyl nitrite (10 ml.) were reacted according to a similar manner to that of Example 3(a) (1) to give ethyl 2-hydroxyimino-2-(1,2,5-thiadiazol-3-yl)acetate (a mixture of syn and anti isomers) (10.5 g.), mp 60° to 66° C. Starting materials: CN1C(N(C(C2=C1N(C=C2CC(=O)OC)C)=O)C)=O (Methyl (1,3,7-trimethyl-2,4-dioxo-2,3,4,7-tetrahydro-1H-pyrrolo[2,3-d]pyrimidin-5-yl)acetate), intermediate, Cl (hydrochloric acid). Product: CN1C(N(C(C2=C1N(C=C2CC(=O)O)C)=O)C)=O ((1,3,7-Trimethyl-2,4-dioxo-2,3,4,7-tetrahydro-1H-pyrrolo[2,3-d]pyrimidin-5-yl)acetic acid). As a reaction SMILES: [CH3:1][N:2]1[C:7]2[N:8]([CH3:16])[CH:9]=[C:10]([CH2:11][C:12]([O:14]C)=[O:13])[C:6]=2[C:5](=[O:17])[N:4]([CH3:18])[C:3]1=[O:19].Cl>>[CH3:1][N:2]1[C:7]2[N:8]([CH3:16])[CH:9]=[C:10]([CH2:11][C:12]([OH:14])=[O:13])[C:6]=2[C:5](=[O:17])[N:4]([CH3:18])[C:3]1=[O:19]. Procedure: A mixture of Step 4 intermediate (130 mg, 0.491 mmol) and concentrated hydrochloric acid (4 mL) was heated at 60° C. for 2 h. The excess of hydrochloric acid was evaporated under reduced pressure and the residue obtained was purified by silica gel column chromatography using 5% methanol in chloroform to obtain 94 mg of the product as a white solid; 1H NMR (δ ppm, 300 MHz, DMSO-d6) 3.21 (s, 3H), 3.65-3.72 (m, 8H), 6.29 (s, 1H), 12.62 (br s, 1H); APCI-MS (m/z) 252.38 (M+H)+. Starting materials: CCOC(=O)Nc1nc2cc(OC)ccc2nc1OC, Fc1ccccc1N1CCNCC1. Yields the product COc1ccc2nc(OC)c(NC(=O)N3CCN(c4ccccc4F)CC3)nc2c1. Reaction SMILES: [CH3:1][O:2][c:3]1[n:4][c:5]2[cH:6][cH:7][c:8]([O:19][CH3:20])[cH:9][c:10]2[n:11][c:12]1[NH:13][C:14]([O:15][CH2:16][CH3:17])=[O:18].[F:21][c:22]1[c:23]([N:28]2[CH2:29][CH2:30][NH:31][CH2:32][CH2:33]2)[cH:24][cH:25][cH:26][cH:27]1>>[CH3:1][O:2][c:3]1[n:4][c:5]2[cH:6][cH:7][c:8]([O:19][CH3:20])[cH:9][c:10]2[n:11][c:12]1[NH:13][C:14](=[O:18])[N:31]1[CH2:30][CH2:29][N:28]([c:23]2[c:22]([F:21])[cH:27][cH:26][cH:25][cH:24]2)[CH2:33][CH2:32]1. The reactants are O=C1CCN(CC1)C(=O)OC(C)(C)C (1,1-dimethylethyl 4-oxo-1-piperidinecarboxylate), FC=1C=C(N)C=CC1OC (3-fluoro-4-methoxyaniline), FC1=C(C=C(C=C1)NC1CCN(CC1)C(=O)OC(C)(C)C)OC (1,1-Dimethylethyl 4-{[4-fluoro-3-(methyloxy)phenyl]amino}-1-piperidinecarboxylate). The product is FC=1C=C(C=CC1OC)NC1CCN(CC1)C(=O)OC(C)(C)C (1,1-Dimethylethyl 4-{[3-fluoro-4-(methyloxy)phenyl]amino}-1-piperidinecarboxylate). As a reaction SMILES: O=[C:2]1[CH2:7][CH2:6][N:5]([C:8]([O:10][C:11]([CH3:14])([CH3:13])[CH3:12])=[O:9])[CH2:4][CH2:3]1.[F:15][C:16]1[CH:17]=[C:18]([CH:20]=[CH:21][C:22]=1[O:23][CH3:24])[NH2:19].FC1C=CC(NC2CCN(C(OC(C)(C)C)=O)CC2)=CC=1OC>>[F:15][C:16]1[CH:17]=[C:18]([NH:19][CH:2]2[CH2:7][CH2:6][N:5]([C:8]([O:10][C:11]([CH3:14])([CH3:13])[CH3:12])=[O:9])[CH2:4][CH2:3]2)[CH:20]=[CH:21][C:22]=1[O:23][CH3:24]. Reported procedure: The title compound was prepared from 1,1-dimethylethyl 4-oxo-1-piperidinecarboxylate and 3-fluoro-4-methoxyaniline using a method similar to that described for D9 in Description 9. Procedure details: Prepared in a similar manner to Example 19 (e) from 7-chloro-1H-pyrrolo[2,3-c]pyridine-4-carboxylic acid using cyclobutylmethylamine hydrochloride (46 mg) instead of tetrahydro-pyran-4-ylmethylamine to give the title compound (39 mg). Yields the product C1(CCC1)CNC(=O)C=1C2=C(C(=NC1)Cl)NC=C2 (7-Chloro-1H-pyrrolo[2,3-c]pyridine-4-carboxylic acid cyclobutylmethyl-amide). Starting materials: Example 19 ( e ), ClC1=NC=C(C2=C1NC=C2)C(=O)O (7-chloro-1H-pyrrolo[2,3-c]pyridine-4-carboxylic acid), Cl.C1(CCC1)CN (cyclobutylmethylamine hydrochloride). RXN SMILES: [Cl:1][C:2]1[C:7]2[NH:8][CH:9]=[CH:10][C:6]=2[C:5]([C:11]([OH:13])=O)=[CH:4][N:3]=1.Cl.[CH:15]1([CH2:19][NH2:20])[CH2:18][CH2:17][CH2:16]1>>[CH:15]1([CH2:19][NH:20][C:11]([C:5]2[C:6]3[CH:10]=[CH:9][NH:8][C:7]=3[C:2]([Cl:1])=[N:3][CH:4]=2)=[O:13])[CH2:18][CH2:17][CH2:16]1 |f:1.2|. Product: CC1=CC(=O)OC2=C1C=CC3=C2C=C(O3)C (4,8-dimethylisopsoralen). Procedure: A solution of sodium (29.8 g, 1.296 mol) in dry, absolute ethanol (1400 ml.) was added to 7-acetoxy-4-methyl-8-(2', 3'-dibromopropyl)coumarin (108.1 g, 0.259 mol). The mixture was allowed to reflux for one hour and 45 minutes with magnetic stirring. The cooled mixture was poured into a mixture of ice (2800 g) and 3.5% HCl (2800 ml.) and stirred. A yellow precipitate was collected by filtration, washed first with three portions (600 ml.) of 5% NaOH, second with one portion (600 ml.) of 3.5% HCl, ... Yield: 87.6%. Run in C(C)O (ethanol). The reactants are [Na] (sodium), ice, Cl (HCl), C(C)(=O)OC1=CC=C2C(=CC(OC2=C1CC(CBr)Br)=O)C (7-acetoxy-4-methyl-8-(2', 3'-dibromopropyl)coumarin). Reaction SMILES: [Na].C([O:5][C:6]1[C:15]([CH2:16][CH:17](Br)[CH2:18]Br)=[C:14]2[C:9]([C:10]([CH3:22])=[CH:11][C:12](=[O:21])[O:13]2)=[CH:8][CH:7]=1)(=O)C.Cl>C(O)C>[CH3:22][C:10]1[C:9]2[CH:8]=[CH:7][C:6]3[O:5][C:17]([CH3:18])=[CH:16][C:15]=3[C:14]=2[O:13][C:12](=[O:21])[CH:11]=1 |^1:0|. Yields the product COCCCCN1C(=NC2=C1C=CC=C2)C(=O)N([C@@H]2CNC[C@@H](C2)C(=O)N2CCOCC2)CC(C)C (1-(4-methoxybutyl)-N-(2-methylpropyl)-N-[(3S,5R)-5-(morpholin-4-ylcarbonyl)piperidin-3-yl]-1H-benzimidazole-2-carboxamide). Isolated yield 90.3%. Run at time 15 hour. Procedure: tert-Butyl (3S,5R)-3-[{[1-(4-methoxybutyl)-1H-benzimidazol-2-yl]carbonyl}(2-methylpropyl)amino]-5-(morpholin-4-ylcarbonyl)piperidine-1-carboxylate (5.85 g) was dissolved in methanol (20 ml), 4M hydrogen chloride-ethyl acetate (20 ml) was added, and the mixture was stirred at room temperature for 15 hr. The reaction mixture was concentrated, and the residue was diluted with aqueous sodium bicarbonate, and the mixture was extracted with ethyl acetate. The extract was washed with saturated brine, a... RXN SMILES: [CH3:1][O:2][CH2:3][CH2:4][CH2:5][CH2:6][N:7]1[C:11]2[CH:12]=[CH:13][CH:14]=[CH:15][C:10]=2[N:9]=[C:8]1[C:16]([N:18]([CH2:40][CH:41]([CH3:43])[CH3:42])[C@H:19]1[CH2:24][C@@H:23]([C:25]([N:27]2[CH2:32][CH2:31][O:30][CH2:29][CH2:28]2)=[O:26])[CH2:22][N:21](C(OC(C)(C)C)=O)[CH2:20]1)=[O:17].C(OCC)(=O)C.Cl>CO>[CH3:1][O:2][CH2:3][CH2:4][CH2:5][CH2:6][N:7]1[C:11]2[CH:12]=[CH:13][CH:14]=[CH:15][C:10]=2[N:9]=[C:8]1[C:16]([N:18]([CH2:40][CH:41]([CH3:43])[CH3:42])[C@H:19]1[CH2:24][C@@H:23]([C:25]([N:27]2[CH2:32][CH2:31][O:30][CH2:29][CH2:28]2)=[O:26])[CH2:22][NH:21][CH2:20]1)=[O:17] |f:1.2|. Starting materials: COCCCCN1C(=NC2=C1C=CC=C2)C(=O)N([C@@H]2CN(C[C@@H](C2)C(=O)N2CCOCC2)C(=O)OC(C)(C)C)CC(C)C (tert-Butyl (3S,5R)-3-[{[1-(4-methoxybutyl)-1H-benzimidazol-2-yl]carbonyl}(2-methylpropyl)amino]-5-(morpholin-4-ylcarbonyl)piperidine-1-carboxylate), C(C)(=O)OCC.Cl (hydrogen chloride-ethyl acetate). Solvent: CO (methanol). The reactants are CCOC(=O)C(C)C(C)=O, CCO, CC#N, Cl, [K+], O=N[O-], [Na+], [OH-], O, Nc1ccc(O)cc1[N+](=O)[O-]. The product is CCOC(=O)C(C)=NNc1ccc(O)cc1[N+](=O)[O-]. Reaction SMILES: [CH3:17][CH:18]([C:19](=[O:20])[O:21][CH2:22][CH3:23])[C:24]([CH3:25])=[O:26].[CH3:30][CH2:31][OH:32].[CH3:33][C:34]#[N:35].[ClH:12].[K+:28].[N:13]([O-:14])=[O:15].[Na+:16].[OH-:27].[OH2:29].[OH:1][c:2]1[cH:3][c:4]([N+:9](=[O:10])[O-:11])[c:5]([NH2:6])[cH:7][cH:8]1>>[OH:1][c:2]1[cH:3][c:4]([N+:9](=[O:10])[O-:11])[c:5]([NH:6][N:13]=[C:18]([CH3:17])[C:19](=[O:20])[O:21][CH2:22][CH3:23])[cH:7][cH:8]1. The reactants are COC1=CC=C(C=C1)S(=O)(=O)C(C(=O)O)(CC#CCCCCC)CC=1C=NC=CC1 (2-(4-methoxy-benzenesulfonyl)-2-pyridin-3-ylmethyl-dec-4-ynoic acid), Cl.NO (hydroxylamine hydrochloride). The product is ONC(C(CC#CCCCCC)(CC=1C=NC=CC1)S(=O)(=O)C1=CC=C(C=C1)OC)=O (2-(4-Methoxy-benzenesulfonyl)-2-pyridin-3-ylmethyl-dec-4-ynoic acid hydroxyamide), product. Isolated yield 67.0%. As a reaction SMILES: [CH3:1][O:2][C:3]1[CH:8]=[CH:7][C:6]([S:9]([C:12]([CH2:24][C:25]2[CH:26]=[N:27][CH:28]=[CH:29][CH:30]=2)([CH2:16][C:17]#[C:18][CH2:19][CH2:20][CH2:21][CH2:22][CH3:23])[C:13](O)=[O:14])(=[O:11])=[O:10])=[CH:5][CH:4]=1.Cl.[NH2:32][OH:33]>>[OH:33][NH:32][C:13](=[O:14])[C:12]([S:9]([C:6]1[CH:7]=[CH:8][C:3]([O:2][CH3:1])=[CH:4][CH:5]=1)(=[O:10])=[O:11])([CH2:24][C:25]1[CH:26]=[N:27][CH:28]=[CH:29][CH:30]=1)[CH2:16][C:17]#[C:18][CH2:19][CH2:20][CH2:21][CH2:22][CH3:23] |f:1.2|. Procedure: 2-(4-Methoxy-benzenesulfonyl)-2-pyridin-3-ylmethyl-dec-4-ynoic acid hydroxyamide was prepared according to the procedure outlined in Example 1. Starting from 2-(4-methoxy-benzenesulfonyl)-2-pyridin-3-ylmethyl-dec-4-ynoic acid (0.71 g, 1.62 mmol) and hydroxylamine hydrochloride (1.39 g, 20 mmol), 0.48 g of the product was isolated. Yield 67%; off-white solid; mp 65° C.; MS: 445.0 (M+H)+; 1H NMR (300 MHz, DMSO-d6) 8 0.84 (t, J=6.8 Hz, 3H), 1.10-1.40 (m, 6H), 1.85-2.00 (m, 2H), 2.79 (d, J=17.9 Hz, ...